Dataset: the Open Reaction Database (ORD), a public repository of structured organic reaction records. Task: describe an organic reaction: reactants, conditions, products, and yield The reactants are BrCCCc1ccccc1, COC(=O)C(=O)c1ccc(O)cc1, CN(C)C=O, [H-], [Na+]. Yields the product COC(=O)C(=O)c1ccc(OCCCc2ccccc2)cc1. Reaction SMILES: [Br:16][CH2:17][CH2:18][CH2:19][c:20]1[cH:21][cH:22][cH:23][cH:24][cH:25]1.[CH3:1][O:2][C:3]([C:4]([c:5]1[cH:6][cH:7][c:8]([OH:11])[cH:9][cH:10]1)=[O:12])=[O:13].[CH3:26][N:27]([CH3:28])[CH:29]=[O:30].[H-:14].[Na+:15]>>[CH3:1][O:2][C:3]([C:4]([c:5]1[cH:6][cH:7][c:8]([O:11][CH2:17][CH2:18][CH2:19][c:20]2[cH:21][cH:22][cH:23][cH:24][cH:25]2)[cH:9][cH:10]1)=[O:12])=[O:13]. Reactants: CC(=O)C (acetone), CN(C=CC(=O)C1=CC=CC=C1)C (3-dimethylaminoacrylophenone), C(#N)[BH3-].[Na+] (sodium cyanoborohydride), solution, Cl (hydrochloric acid), P(=O)(Cl)(Cl)Cl (phosphorus oxychloride), ClC=1C=C(C=CC1)S (3-chlorothiophenol). The solvent is C(C)OCC (ethyl ether), C(C)OCC (ethyl ether). Yields the product OC1(CCCC2=CC=CC=C12)C(=CCN(C)C)C1=CC=CC=C1 (1-(1-hydroxy-1,2,3,4-tetrahydro-1-naphthyl)-3-dimethylamino-1-phenyl-1-propene). As a reaction SMILES: [CH3:1][N:2]([CH3:13])[CH:3]=[CH:4][C:5]([C:7]1[CH:12]=[CH:11][CH:10]=[CH:9][CH:8]=1)=O.P(Cl)(Cl)(Cl)=O.Cl[C:20]1[CH:21]=[C:22](S)[CH:23]=[CH:24][CH:25]=1.[C:27]([BH3-])#N.[Na+].Cl.[CH3:32][C:33]([CH3:35])=[O:34]>C(OCC)C>[OH:34][C:33]1([C:5]([C:7]2[CH:12]=[CH:11][CH:10]=[CH:9][CH:8]=2)=[CH:4][CH2:3][N:2]([CH3:13])[CH3:1])[C:35]2[C:24](=[CH:23][CH:22]=[CH:21][CH:20]=2)[CH2:25][CH2:27][CH2:32]1 |f:3.4|. Reported procedure: By using a method similar to that described in Example 35, but starting from 3-dimethylaminoacrylophenone (5 g), phosphorus oxychloride (2.5 cc), 3-chlorothiophenol (4.13 g) and sodium cyanoborohydride (1 g), and after evaporating the organic phase to dryness under reduced pressure (2.7 kPa) at 40° C., a residue is obtained which is dissolved in a mixture (20 cc) of acetone and ethyl ether (50/50 by volume). A 5.6N solution (6 cc) of hydrochloric acid gas in ethyl ether is added to this solution... The reactants are NC1=CC=C(C2=CC=CC=C12)OC (1 -amino-4-methoxy-naphthalene), CC1=C(OC)C(=CC(=C1)N)C (2,6-dimethyl-p-anisidine), ( 7 ), CC1=C(OC)C=CC(=C1C)N (2,3-dimethyl-p-anisidine). Run in CS(=O)C (DMSO), CS(=O)C (DMSO), CS(=O)C (DMSO), CS(=O)C (DMSO), CS(=O)C (DMSO). The product is NC1=C(C=C(C2=CC=CC=C12)OC)C (1-amino-2-methyl-4-methoxy-naphthalene), nitro. Yield: 67.4%. RXN SMILES: [CH3:1]C1C(C)=C(N)C=CC=1OC.CC1C=C(N)C=C(C)C=1OC.[NH2:23][C:24]1[C:33]2[C:28](=[CH:29][CH:30]=[CH:31][CH:32]=2)[C:27]([O:34][CH3:35])=[CH:26][CH:25]=1>CS(C)=O>[NH2:23][C:24]1[C:33]2[C:28](=[CH:29][CH:30]=[CH:31][CH:32]=2)[C:27]([O:34][CH3:35])=[CH:26][C:25]=1[CH3:1]. Procedure details: In recent years, attempts were made to produce 4-alkoxyanilines in one step from the nitrobenzenes of the above general formula (I) in the presence of noble catalysts in a substantially anhydrous mixed solvent composed of an alcohol and sulfuric acid. For example, Journal of the Chemical Society of Japan [1979 (11), page 1532] reported that 2,4-dimethoxyaniline was obtained in a maximum yield of 27.8% from o-nitroanisole as a material by adding dimethyl sulfoxide (DMSO for short) as a catalyst p... The reactants are Cl.NS(=O)(=O)C1=CC=C(CN)C=C1 (4-aminosulfonylbenzylamine hydrochloride), C(=O)(C(F)(F)F)O (TFA), NC=1SC(=C(N1)C)C(=O)OCC (ethyl 2-amino-4-methyl-5-thiazole carboxylate), O.CO (water methanol), O.CO (water methanol), Cl.CS(=O)(=O)C1=CC=C(CN)C=C1 (4-methylsulfonylbenzylamine hydrochloride), NC1=CC=C(C(=O)OCC)C=C1 (ethyl 4-aminobenzoate), C(=O)(C(F)(F)F)O (TFA). The product is NS(=O)(=O)C1=CC=C(C=C1)CNC1=NC(=NC2=CC(=C(C=C12)OC)OC)NC1=CC=C(C(=O)OCC)C=C1 (4-[[4-[[[4-(Aminosulfonyl)phenyl]methyl]amino]-6,7-dimethoxy-2-quinazolinyl]amino]benzoic acid, ethyl ester). The yield is 21.0%. Reaction SMILES: Cl.[NH2:2][S:3]([C:6]1[CH:13]=[CH:12][C:9]([CH2:10][NH2:11])=[CH:8][CH:7]=1)(=[O:5])=[O:4].Cl.CS([C:19]1[CH:26]=CC(CN)=CC=1)(=O)=O.[NH2:27][C:28]1[CH:38]=[CH:37][C:31]([C:32]([O:34][CH2:35][CH3:36])=[O:33])=[CH:30][CH:29]=1.[NH2:39][C:40]1S[C:42]([C:46]([O:48][CH2:49]C)=O)=[C:43]([CH3:45])[N:44]=1.[C:51](O)(C(F)(F)F)=[O:52].O.[CH3:59]O>>[NH2:2][S:3]([C:6]1[CH:7]=[CH:8][C:9]([CH2:10][NH:11][C:59]2[C:45]3[C:43](=[CH:42][C:46]([O:48][CH3:49])=[C:26]([O:52][CH3:51])[CH:19]=3)[N:44]=[C:40]([NH:27][C:28]3[CH:29]=[CH:30][C:31]([C:32]([O:34][CH2:35][CH3:36])=[O:33])=[CH:37][CH:38]=3)[N:39]=2)=[CH:12][CH:13]=1)(=[O:4])=[O:5] |f:0.1,2.3,7.8|. Procedure details: A18 was prepared in an manner analogous to example A1 with the exception that in step A1.1 4-aminosulfonylbenzylamine hydrochloride was substituted for 4-methylsulfonylbenzylamine hydrochloride, and in step A1.2 ethyl 4-aminobenzoate was substituted for ethyl 2-amino-4-methyl-5-thiazole carboxylate. The product was purified by preparatory reverse phase HPLC to yield A18 in 21% yield. LCMS=Ret. Time=2.87 min*, M+=538.40. * HPLC conditions used to determine retention times; 4 min gradient 0–100% B... The reactants are [Al+3], CCOCC, [H-], [H-], [H-], [H-], [Li+], [Na+], [OH-], O, CCOC(=O)c1cccc2c1CCc1ccccc1-2. Yields the product OCc1cccc2c1CCc1ccccc1-2. RXN SMILES: [Al+3:21].[CH3:29][CH2:30][O:31][CH2:32][CH3:33].[H-:20].[H-:23].[H-:24].[H-:25].[Li+:22].[Na+:28].[OH-:27].[OH2:26].[c:1]1([C:15](=[O:16])[O:17][CH2:18][CH3:19])[cH:2][cH:3][cH:4][c:5]2[c:14]1[CH2:13][CH2:12][c:11]1[c:6]-2[cH:7][cH:8][cH:9][cH:10]1>>[c:1]1([CH2:15][OH:16])[cH:2][cH:3][cH:4][c:5]2[c:14]1[CH2:13][CH2:12][c:11]1[c:6]-2[cH:7][cH:8][cH:9][cH:10]1. The reactants are C[C@@H]1CC[C@H](CC1)NC(C=CC1=CC(=C(C=C1)OCCCl)OC)=O (N-(trans-4-methylcyclohexyl)-4-(2-chloroethoxy )- 3-methoxycinnamamide), [H-].[Na+] (sodium hydride), Cl (hydrochloric acid). The solvent is C1CCOC1 (THF). The product is C[C@@H]1CC[C@H](CC1)NC(C=CC1=CC(=C(C=C1)OC=C)OC)=O (N-(trans-4-methylcyclohexyl)-4-vinyloxy-3-methoxycinnamamide). Isolated yield 31.7%. Reaction SMILES: [CH3:1][C@H:2]1[CH2:7][CH2:6][C@H:5]([NH:8][C:9](=[O:24])[CH:10]=[CH:11][C:12]2[CH:17]=[CH:16][C:15]([O:18][CH2:19][CH2:20]Cl)=[C:14]([O:22][CH3:23])[CH:13]=2)[CH2:4][CH2:3]1.[H-].[Na+].Cl>C1COCC1>[CH3:1][C@H:2]1[CH2:3][CH2:4][C@H:5]([NH:8][C:9](=[O:24])[CH:10]=[CH:11][C:12]2[CH:17]=[CH:16][C:15]([O:18][CH:19]=[CH2:20])=[C:14]([O:22][CH3:23])[CH:13]=2)[CH2:6][CH2:7]1 |f:1.2|. Reported procedure: 1.9 g of N-(trans-4-methylcyclohexyl)-4-(2-chloroethoxy )- 3-methoxycinnamamide (Example 138 ) was added to a solution of 0.5 g of sodium hydride in 50 ml of THF. The solution was reacted for 72 hours, while it was refluxed. After reaction, 2 N hydrochloric acid was added to the reaction solution, acidifying the solution, and the solution was extracted with 100 ml of methylene chloride. The organic layer obtained was dried over magnesium sulfate, and the solvent was removed in vacuo. The product... Reported procedure: The compound of example 428 was prepared analogous to the compound of example 404 by hydrolysis of the compound of example 427. The reactants are C(C)(C)(C)C1=CC=C(C(=O)NC=2C=CC(=NC2)C2=CC=C3CN(C(C3=C2)=O)[C@H](C(=O)O)C(C)C)C=C1 ((S)-2-(6-(5-(4-tert-Butylbenzamido)pyridin-2-yl)-1-oxoisoindolin-2-yl)-3-methyl butanoic acid), C1=C(C=CC2=CC=CC=C12)C(=O)NC1=CC(=C(C=C1)C1=CC=C2CN(C(C2=C1)=O)[C@H](C(=O)OC)C(C)C)C(F)(F)F ((S)-Methyl 2-(6-(4-(2-naphthamido)-2-(trifluoromethyl)phenyl)-1-oxoisoindolin-2-yl)-3-methylbutanoate). Yields the product C1=C(C=CC2=CC=CC=C12)C(=O)NC1=CC(=C(C=C1)C1=CC=C2CN(C(C2=C1)=O)[C@H](C(=O)O)C(C)C)C(F)(F)F ((S)-2-(6-(4-(2-Naphthamido)-2-(trifluoromethyl)phenyl)-1-oxoisoindolin-2-yl)-3-methylbutanoic acid). As a reaction SMILES: C(C1C=CC(C(NC2C=CC(C3C=C4C(CN([C@@H](C(C)C)C(O)=O)C4=O)=CC=3)=NC=2)=O)=CC=1)(C)(C)C.[CH:37]1[C:46]2[C:41](=[CH:42][CH:43]=[CH:44][CH:45]=2)[CH:40]=[CH:39][C:38]=1[C:47]([NH:49][C:50]1[CH:55]=[CH:54][C:53]([C:56]2[CH:64]=[C:63]3[C:59]([CH2:60][N:61]([C@@H:66]([CH:71]([CH3:73])[CH3:72])[C:67]([O:69]C)=[O:68])[C:62]3=[O:65])=[CH:58][CH:57]=2)=[C:52]([C:74]([F:77])([F:76])[F:75])[CH:51]=1)=[O:48]>>[CH:37]1[C:46]2[C:41](=[CH:42][CH:43]=[CH:44][CH:45]=2)[CH:40]=[CH:39][C:38]=1[C:47]([NH:49][C:50]1[CH:55]=[CH:54][C:53]([C:56]2[CH:64]=[C:63]3[C:59]([CH2:60][N:61]([C@@H:66]([CH:71]([CH3:72])[CH3:73])[C:67]([OH:69])=[O:68])[C:62]3=[O:65])=[CH:58][CH:57]=2)=[C:52]([C:74]([F:75])([F:76])[F:77])[CH:51]=1)=[O:48]. The yield is 85.0%. Starting materials: [Cu]I, [K+], [K+], [K+], CN(C)C=O, O=C(O)C1CCCN1, O=P([O-])([O-])[O-], Fc1cc(OCc2ccccc2)c(F)cc1Br, c1ccc(COc2cccc3[nH]ccc23)cc1. The product is Fc1cc(-n2ccc3c(OCc4ccccc4)cccc32)c(F)cc1OCc1ccccc1. Reaction SMILES: [Cu:51][I:52].[K+:40].[K+:41].[K+:42].[O:53]=[CH:54][N:55]([CH3:56])[CH3:57].[OH:43][C:44]([CH:45]1[NH:46][CH2:47][CH2:48][CH2:49]1)=[O:50].[P:35]([O-:36])([O-:37])([O-:38])=[O:39].[c:18]1([CH2:24][O:25][c:26]2[c:27]([F:34])[cH:28][c:29]([Br:33])[c:30]([F:32])[cH:31]2)[cH:19][cH:20][cH:21][cH:22][cH:23]1.[c:1]1([CH2:7][O:8][c:9]2[c:10]3[cH:11][cH:12][nH:13][c:14]3[cH:15][cH:16][cH:17]2)[cH:2][cH:3][cH:4][cH:5][cH:6]1>>[c:1]1([CH2:7][O:8][c:9]2[c:10]3[cH:11][cH:12][n:13](-[c:29]4[cH:28][c:27]([F:34])[c:26]([O:25][CH2:24][c:18]5[cH:19][cH:20][cH:21][cH:22][cH:23]5)[cH:31][c:30]4[F:32])[c:14]3[cH:15][cH:16][cH:17]2)[cH:2][cH:3][cH:4][cH:5][cH:6]1. Starting materials: C(CCC)C1=CC=C(C=C1)C#CC1=CC=C(CN(C(CCCCC)=O)CC2=CC=C(OCC(=O)OC)C=C2)C=C1 (methyl (4-{[{4-[(4-butylphenyl)ethynyl]benzyl}(hexanoyl)amino]methyl}phenoxy)acetate), [OH-].[Na+] (NaOH). Run in CO.C1CCOC1 (MeOH THF). The product is C(CCC)C1=CC=C(C=C1)C#CC1=CC=C(CN(C(CCCCC)=O)CC2=CC=C(OCC(=O)O)C=C2)C=C1 ((4-{[{4-[(4-butylphenyl)ethynyl]benzyl}(hexanoyl)amino]methyl}phenoxy)acetic acid). As a reaction SMILES: [CH2:1]([C:5]1[CH:10]=[CH:9][C:8]([C:11]#[C:12][C:13]2[CH:40]=[CH:39][C:16]([CH2:17][N:18]([CH2:26][C:27]3[CH:38]=[CH:37][C:30]([O:31][CH2:32][C:33]([O:35]C)=[O:34])=[CH:29][CH:28]=3)[C:19](=[O:25])[CH2:20][CH2:21][CH2:22][CH2:23][CH3:24])=[CH:15][CH:14]=2)=[CH:7][CH:6]=1)[CH2:2][CH2:3][CH3:4].[OH-].[Na+]>CO.C1COCC1>[CH2:1]([C:5]1[CH:6]=[CH:7][C:8]([C:11]#[C:12][C:13]2[CH:40]=[CH:39][C:16]([CH2:17][N:18]([CH2:26][C:27]3[CH:38]=[CH:37][C:30]([O:31][CH2:32][C:33]([OH:35])=[O:34])=[CH:29][CH:28]=3)[C:19](=[O:25])[CH2:20][CH2:21][CH2:22][CH2:23][CH3:24])=[CH:15][CH:14]=2)=[CH:9][CH:10]=1)[CH2:2][CH2:3][CH3:4] |f:1.2,3.4|. Procedure: The titled compound was prepared following the procedure F using methyl (4-{[{4-[(4-butylphenyl)ethynyl]benzyl}(hexanoyl)amino]methyl}phenoxy)acetate and NaOH 1 N in the presence of MeOH/THF as a colorless oil (86%). 1H NMR (MeOD, 300 MHz) δ 7.39-7.47 (m, 4H), 7.10-7.20 (m, 6H), 6.91 (m, 2H), 4.65 (s, 1H), 4.64 (s, 1H), 4.54 (m, 4H), 2.63 (t, J=7.6 Hz, 2H), 2.45 (m, 2H), 1.62 (m, 4H), 1.23-1.40 (m, 6H), 0.90-0.97 (m, 6H), M− (ESI): 524.4; M+ (ESI): 526.4. HPLC, Rt: 5.47 min (Purity: 98.7%). Starting materials: F[B-](F)(F)F, CC(C)(C)OC(=O)N1CC(O)CC1C(=O)O, C=CCCCCNC, CCN(C(C)C)C(C)C, CN(C)C=O, Cc1ccc(S(=O)(=O)O)cc1, CN(C)C(On1nnc2ccccc21)=[N+](C)C. The product is C=CCCCCN(C)C(=O)C1CC(O)CN1C(=O)OC(C)(C)C. RXN SMILES: [B-:17]([F:18])([F:19])([F:20])[F:21].[C:1](=[O:2])([O:3][C:4]([CH3:5])([CH3:6])[CH3:7])[N:8]1[CH:9]([C:10](=[O:11])[OH:12])[CH2:13][CH:14]([OH:16])[CH2:15]1.[CH3:50][NH:51][CH2:52][CH2:53][CH2:54][CH2:55][CH:56]=[CH2:57].[CH:58]([N:59]([CH2:60][CH3:61])[CH:62]([CH3:63])[CH3:64])([CH3:65])[CH3:66].[O:67]=[CH:68][N:69]([CH3:70])[CH3:71].[OH:39][S:40]([c:41]1[cH:42][cH:43][c:44]([CH3:45])[cH:46][cH:47]1)(=[O:48])=[O:49].[n:22]1([O:23][C:24]([N:25]([CH3:26])[CH3:27])=[N+:28]([CH3:29])[CH3:30])[c:31]2[cH:32][cH:33][cH:34][cH:35][c:36]2[n:37][n:38]1>>[C:1](=[O:2])([O:3][C:4]([CH3:5])([CH3:6])[CH3:7])[N:8]1[CH:9]([C:10](=[O:12])[N:51]([CH3:50])[CH2:52][CH2:53][CH2:54][CH2:55][CH:56]=[CH2:57])[CH2:13][CH:14]([OH:16])[CH2:15]1.